From a dataset of the Open Reaction Database (ORD), a public repository of structured organic reaction records. describe an organic reaction: reactants, conditions, products, and yield The reactants are COC1=CC=C2CN3C(C2=C1)=NN=C3C=3C(=NOC3C)C3=CC=CC=C3 (8-Methoxy-3-(5-methyl-3-phenylisoxazol-4-yl)-5H-[1,2,4]triazolo[3,4-a]isoindole), [B] (boron), O (water), C(C)OCC (diethyl ether). The solvent is ClCCl (dichloromethane). Run at temperature -78 celsius. The product is CC1=C(C(=NO1)C1=CC=CC=C1)C1=NN=C2N1CC1=CC=C(C=C21)O (3-(5-Methyl-3-phenylisoxazol-4-yl)-5H-[1,2,4]triazolo[3,4-a]isoindol-8-ol). RXN SMILES: C[O:2][C:3]1[CH:11]=[C:10]2[C:6]([CH2:7][N:8]3[C:14]([C:15]4[C:16]([C:21]5[CH:26]=[CH:25][CH:24]=[CH:23][CH:22]=5)=[N:17][O:18][C:19]=4[CH3:20])=[N:13][N:12]=[C:9]32)=[CH:5][CH:4]=1.[B].C(OCC)C.O>ClCCl>[CH3:20][C:19]1[O:18][N:17]=[C:16]([C:21]2[CH:26]=[CH:25][CH:24]=[CH:23][CH:22]=2)[C:15]=1[C:14]1[N:8]2[CH2:7][C:6]3[C:10]([C:9]2=[N:12][N:13]=1)=[CH:11][C:3]([OH:2])=[CH:4][CH:5]=3. Procedure details: 8-Methoxy-3-(5-methyl-3-phenylisoxazol-4-yl)-5H-[1,2,4]triazolo[3,4-a]isoindole (4.6 g, 13 mmol) in dichloromethane (70 ml) was stirred with boron tribronide (25 g) for five days. The reaction was cooled to −78° C. and diethyl ether was added dropwise followed by water. The reaction was warmed to room temperature and the organic layer was washed with water and dried, filtered and evaporated. The residue was purified by column chromatography on silica using methanol/dichloromethane to yield the t... The reactants are C1=CCCC=CCC1 (1,5-cyclooctadiene), C=CCCCC (1-hexene). Yields the product C=CCCC=CCCC=CCCCC (1,5,9-tetradecatriene). RXN SMILES: [CH:1]1[CH2:8][CH2:7][CH:6]=[CH:5][CH2:4][CH2:3][CH:2]=1.[CH2:9]=[CH:10][CH2:11][CH2:12][CH2:13][CH3:14]>>[CH2:9]=[CH:10][CH2:11][CH2:12][CH:13]=[CH:14][CH2:1][CH2:8][CH:7]=[CH:6][CH2:5][CH2:4][CH2:3][CH3:2]. Reported procedure: disproportionating 1,5-cyclooctadiene and 1-hexene in the presence of a disproportionation catalyst under disproportionation conditions suitable to give 1,5,9-tetradecatriene, Starting materials: C(C)(=O)O (Acetic acid), O.NN (hydrazine monohydrate), CC1=C(C=CC(=C1)C)C(CC(C)=O)C#N (1-(2,4-dimethylphenyl)-3-oxobutyl cyanide). Solvent: C(C)O (ethanol). Yields the product CC1=C(C=CC(=C1)C)C1=C(N=NC(=C1)C)N (4-(2,4-dimethylphenyl)-6-methyl-3-pyridazinamine), crude product. RXN SMILES: C(O)(=O)C.O.[NH2:6][NH2:7].[CH3:8][C:9]1[CH:14]=[C:13]([CH3:15])[CH:12]=[CH:11][C:10]=1[CH:16]([C:21]#[N:22])[CH2:17][C:18](=O)[CH3:19]>C(O)C>[CH3:8][C:9]1[CH:14]=[C:13]([CH3:15])[CH:12]=[CH:11][C:10]=1[C:16]1[CH:17]=[C:18]([CH3:19])[N:7]=[N:6][C:21]=1[NH2:22] |f:1.2|. Procedure: Acetic acid (5 mL) and hydrazine monohydrate (2.52 g, 0.05 mol) were added to a solution of 1-(2,4-dimethylphenyl)-3-oxobutyl cyanide (10.13 g, 0.05 mol) in ethanol (100 mL), and the mixture was heated under reflux for 8 hours. The reaction mixture was evaporated as it was. Water was added thereto, and the mixture was extracted with ethyl acetate. The organic layer was washed with an aqueous saturated sodium bicarbonate solution and brine, dried over anhydrous magnesium sulfate and evaporated, t... Starting materials: O1C(CC2=C1C=CC=C2)=O (3H-benzofuran-2-one), COCCl (chlormethyl methyl ether), Cl[Sn](Cl)(Cl)Cl (SnCl4). Run in C(Cl)Cl (CH2Cl2). Reaction conditions: time 2 hour. Yields the product ClCC=1C=CC2=C(CC(O2)=O)C1 (5-chloromethyl-3H-benzofuran-2-one). Reaction SMILES: [O:1]1[C:5]2[CH:6]=[CH:7][CH:8]=[CH:9][C:4]=2[CH2:3][C:2]1=[O:10].CO[CH2:13][Cl:14].Cl[Sn](Cl)(Cl)Cl>C(Cl)Cl>[Cl:14][CH2:13][C:8]1[CH:7]=[CH:6][C:5]2[O:1][C:2](=[O:10])[CH2:3][C:4]=2[CH:9]=1. Procedure details: To a solution of 3H-benzofuran-2-one (7.45 mmol) and chlormethyl methyl ether (9.31 mmol) in 15 ml of CH2Cl2 at 0° C. was slowly added SnCl4 (15 mmol). The reaction was slowly allowed to warm to ambient temperature and was stirred for 2 hours. The reaction was cooled to 0° C. and carefully quenched with saturated sodium bicarbonate. The mixture was extracted (2×EtOAc) and the organics were washed with brine. The combined organics were then dried over MgSO4, filtered and concentrated to dryness. ... The reactants are CN1CCN(c2cc(N3CCc4ccc(Br)cc4C3)nc(N)n2)CC1, Cn1cc(B2OC(C)(C)C(C)(C)O2)cn1. Yields the product CN1CCN(c2cc(N3CCc4ccc(-c5cnn(C)c5)cc4C3)nc(N)n2)CC1. RXN SMILES: [Br:1][c:2]1[cH:3][cH:4][c:5]2[c:10]([cH:11]1)[CH2:9][N:8]([c:12]1[n:13][c:14]([NH2:25])[n:15][c:16]([N:18]3[CH2:19][CH2:20][N:21]([CH3:24])[CH2:22][CH2:23]3)[cH:17]1)[CH2:7][CH2:6]2.[CH3:26][n:27]1[n:28][cH:29][c:30]([B:32]2[O:33][C:34]([CH3:35])([CH3:36])[C:37]([CH3:38])([CH3:39])[O:40]2)[cH:31]1>>[c:2]1(-[c:30]2[cH:29][n:28][n:27]([CH3:26])[cH:31]2)[cH:3][cH:4][c:5]2[c:10]([cH:11]1)[CH2:9][N:8]([c:12]1[n:13][c:14]([NH2:25])[n:15][c:16]([N:18]3[CH2:19][CH2:20][N:21]([CH3:24])[CH2:22][CH2:23]3)[cH:17]1)[CH2:7][CH2:6]2.